This data is from the Open Reaction Database (ORD), a public repository of structured organic reaction records. The task is: describe an organic reaction: reactants, conditions, products, and yield The reactants are Br, CCO, NC1CCc2c(ccc(O)c2O)C1=O, O=CCCc1ccccc1. Yields the product Br, O=C1c2ccc(O)c(O)c2CCC1NCCCc1ccccc1. RXN SMILES: [BrH:11].[CH3:26][CH2:27][OH:28].[NH2:12][CH:13]1[C:14](=[O:25])[c:15]2[cH:16][cH:17][c:18]([OH:24])[c:19]([OH:23])[c:20]2[CH2:21][CH2:22]1.[c:1]1([CH2:7][CH2:8][CH:9]=[O:10])[cH:2][cH:3][cH:4][cH:5][cH:6]1>>[BrH:11].[c:1]1([CH2:7][CH2:8][CH2:9][NH:12][CH:13]2[C:14](=[O:25])[c:15]3[cH:16][cH:17][c:18]([OH:24])[c:19]([OH:23])[c:20]3[CH2:21][CH2:22]2)[cH:2][cH:3][cH:4][cH:5][cH:6]1. Starting materials: C=CCCl, Cc1ccccc1, CC(=O)O, CO[Si](C)(C)OC, [Pt]. Yields the product CO[Si](C)(CCCCl)OC. Reaction SMILES: [CH2:1]([CH:2]=[CH2:3])[Cl:4].[CH3:12][c:13]1[cH:14][cH:15][cH:16][cH:17][cH:18]1.[CH3:20][C:21](=[O:22])[OH:23].[CH3:5][Si:6]([O:7][CH3:8])([O:9][CH3:10])[CH3:11].[Pt:19]>>[CH2:1]([CH2:2][CH2:3][Si:6]([CH3:5])([O:7][CH3:8])[O:9][CH3:10])[Cl:4]. The reactants are COC(=O)CCc1nc(Cc2ccc(OC)cc2)no1, CCO, [Na+], [OH-], O. Yields the product COc1ccc(Cc2noc(CCC(=O)O)n2)cc1. As a reaction SMILES: [CH3:1][O:2][c:3]1[cH:4][cH:5][c:6]([CH2:9][c:10]2[n:11][o:12][c:13]([CH2:15][CH2:16][C:17](=[O:18])[O:19][CH3:20])[n:14]2)[cH:7][cH:8]1.[CH3:23][CH2:24][OH:25].[Na+:22].[OH-:21].[OH2:26]>>[CH3:1][O:2][c:3]1[cH:4][cH:5][c:6]([CH2:9][c:10]2[n:11][o:12][c:13]([CH2:15][CH2:16][C:17](=[O:18])[OH:19])[n:14]2)[cH:7][cH:8]1.